Dataset: the Open Reaction Database (ORD), a public repository of structured organic reaction records. Task: describe an organic reaction: reactants, conditions, products, and yield Starting materials: C1(=CC=CC=C1)C(=C)C (2-phenylpropene), BrN1C(CCC1=O)=O (N-bromosuccinimide), BrC1=CC=CC=C1 (bromobenzene), BrN1C(CCC1=O)=O (N-bromosuccinimide). Product: BrCC(=C)C1=CC=CC=C1 (3-bromo-2-phenylpropene). The yield is 46.2%. Reaction SMILES: [C:1]1([C:7]([CH3:9])=[CH2:8])[CH:6]=[CH:5][CH:4]=[CH:3][CH:2]=1.[Br:10]N1C(=O)CCC1=O.BrC1C=CC=CC=1>>[Br:10][CH2:8][C:7]([C:1]1[CH:6]=[CH:5][CH:4]=[CH:3][CH:2]=1)=[CH2:9]. Procedure: A mixture of 2-phenylpropene (22.4 g, 190 mmoles), N-bromosuccinimide (23.7 g, 133 mmoles) and bromobenzene (76 ml) was superheated on an oil bath at 160° C. until the N-bromosuccinimide was dissolved. The reaction mixture was cooled to room temperature, and the precipitate was subsequently removed by filtration and washed with chloroform. The filtrate was purified by distillation under reduced pressure to obtain 12.1 g of 3-bromo-2-phenylpropene (b.p. 80° C. to 85° C./3 mmHg). 1H-NMR (CDCl3)δ=4... Reactants: S1C=C(C=C1)C=1C=C2C(=NC1)NC(C2)=O (5-(3-thienyl)-1H-pyrrolo[2,3-b]pyridin-2-one), C(C)(=O)OC(OCC)OCC (diethoxymethyl acetate). The product is C(C)OC=C1C(NC2=NC=C(C=C21)C2=CSC=C2)=O (3-[Ethoxymethylidene]-5-(3-thienyl )-1H-pyrrolo[2,3-b]pyridin-2-one). RXN SMILES: [S:1]1[CH:5]=[CH:4][C:3]([C:6]2[CH:7]=[C:8]3[CH2:14][C:13](=[O:15])[NH:12][C:9]3=[N:10][CH:11]=2)=[CH:2]1.[C:16]([O:19][CH:20](OCC)OCC)(=O)[CH3:17]>>[CH2:16]([O:19][CH:20]=[C:14]1[C:8]2[C:9](=[N:10][CH:11]=[C:6]([C:3]3[CH:4]=[CH:5][S:1][CH:2]=3)[CH:7]=2)[NH:12][C:13]1=[O:15])[CH3:17]. Procedure: This compound was synthesized from 5-(3-thienyl)-1H-pyrrolo[2,3-b]pyridin-2-one and diethoxymethyl acetate according to Procedure A. 1H NMR 400 MHz (DMSO-d6): δ10.89 (s, 1H); 8.33 (s, 1H); 7.88 (s, 1H); 7.84 (s, 1H); 7.79 (s, 1H); 7.62 (m,1H); 7.49 (d, 1H); 4.40 (m, 2H); 1.36 (m, 3H).